From a dataset of the Open Reaction Database (ORD), a public repository of structured organic reaction records. describe an organic reaction: reactants, conditions, products, and yield The reactants are CCNCC, O=C(Cl)c1cccc(F)c1, O, c1ccccc1. Product: CCN(CC)C(=O)c1cccc(F)c1. RXN SMILES: [CH2:11]([CH3:12])[NH:13][CH2:14][CH3:15].[F:1][c:2]1[cH:3][c:4]([C:5](=[O:6])[Cl:7])[cH:8][cH:9][cH:10]1.[OH2:16].[cH:17]1[cH:18][cH:19][cH:20][cH:21][cH:22]1>>[F:1][c:2]1[cH:3][c:4]([C:5](=[O:6])[N:13]([CH2:11][CH3:12])[CH2:14][CH3:15])[cH:8][cH:9][cH:10]1. Reactants: BrCC(OC)OC (2-Bromo-1,1-dimethoxyethane), C=1(C(=CC=CC1)S(=O)(=O)O)C (toluene sulfonic acid), C([O-])([O-])=O.[K+].[K+] (potassium carbonate). Yields the product BrCC1OC(C(O1)C)C (2-bromomethyl-4,5-dimethyl-1,3-dioxolane). Reaction SMILES: [Br:1][CH2:2][CH:3]([O:6]C)[O:4]C.C1(C)C(S(O)(=O)=O)=[CH:10][CH:11]=[CH:12][CH:13]=1.C(=O)([O-])[O-].[K+].[K+]>>[Br:1][CH2:2][CH:3]1[O:6][CH:12]([CH3:13])[CH:11]([CH3:10])[O:4]1 |f:2.3.4|. Procedure: 2-Bromo-1,1-dimethoxyethane (188 grams) 2,3-butanediol (100 grams) and toluene sulfonic acid (0.1 grams) were charged into a glass reaction vessel fitted with a mechanical stirrer, thermometer, and reflux condenser. The reaction mixture was heated to reflux for a period of about 2 hours. It was then cooled to room temperature, neutralized with potassium carbonate, and filtered. The filtrate was distilled, the desired product 2-bromomethyl-4,5-dimethyl-1,3-dioxolane being obtained as a fraction b... The reactants are CCO, CNC, CC(=O)O, CC=C(C(=O)OCC)c1ccc(Cl)c(Cl)c1. The product is CCOC(=O)C(c1ccc(Cl)c(Cl)c1)C(C)N(C)C. As a reaction SMILES: [CH3:17][CH2:18][OH:19].[CH3:20][NH:21][CH3:22].[CH3:23][C:24](=[O:25])[OH:26].[Cl:1][c:2]1[cH:3][c:4]([C:9]([C:10](=[O:11])[O:12][CH2:13][CH3:14])=[CH:15][CH3:16])[cH:5][cH:6][c:7]1[Cl:8]>>[Cl:1][c:2]1[cH:3][c:4]([CH:9]([C:10](=[O:11])[O:12][CH2:13][CH3:14])[CH:15]([CH3:16])[N:21]([CH3:20])[CH3:22])[cH:5][cH:6][c:7]1[Cl:8]. The reactants are N (ammonia), [Si](C)(C)(C(C)(C)C)OC(CN1C=C(C2=C1N=CN=C2Cl)I)C=C (7-(2-(tert-butyldimethylsilyloxy)-3-butenyl)-4-chloro-5-iodo-7H-pyrrolo[2,3-d]pyrimidine). The solvent is C1CCOC1 (THF), O (water). Conditions: temperature 120 celsius, time 5 hour. Product: [Si](C)(C)(C(C)(C)C)OC(CN1C=C(C2=C1N=CN=C2N)I)C=C (7-(2-(tert-butyldimethylsilyloxy)-3-butenyl)-5-iodo-7H-pyrrolo[2,3-d]pyrimidin-4-amine). RXN SMILES: [NH3:1].[Si:2]([O:9][CH:10]([CH:23]=[CH2:24])[CH2:11][N:12]1[C:16]2[N:17]=[CH:18][N:19]=[C:20](Cl)[C:15]=2[C:14]([I:22])=[CH:13]1)([C:5]([CH3:8])([CH3:7])[CH3:6])([CH3:4])[CH3:3]>C1COCC1.O>[Si:2]([O:9][CH:10]([CH:23]=[CH2:24])[CH2:11][N:12]1[C:16]2[N:17]=[CH:18][N:19]=[C:20]([NH2:1])[C:15]=2[C:14]([I:22])=[CH:13]1)([C:5]([CH3:8])([CH3:7])[CH3:6])([CH3:4])[CH3:3]. Reported procedure: 25% aqueous ammonia (9 ml) was added to a solution of 7-(2-(tert-butyldimethylsilyloxy)-3-butenyl)-4-chloro-5-iodo-7H-pyrrolo[2,3-d]pyrimidine (1.12 g) obtained in Step 3 in THF (7 ml). The mixture was stirred at 120° C. for 5 hours using a microwave reactor. The reaction mixture was cooled, and then diluted with water. The resulting precipitate was collected by filtration, washed with water, and then dried to obtain the title compound as a white solid (1.06 g). The reactants are COC(=O)C=1N=C(N(C1C(=O)O)C)C (1,2-dimethyl-1H-imidazole-4,5-dicarboxylic acid 4-methyl ester), Cl.Cl.CN1C(=NC(=C1)C1=CC=CC=C1)CCN (2-(1-methyl-4-phenyl-1H-imidazol-2-yl)ethanamine dihydrochloride), oil. Run at temperature 70 celsius, time 16 hour. Yields the product COC(=O)C=1N=C(N(C1C(NCCC=1N(C=C(N1)C1=CC=CC=C1)C)=O)C)C (1,2-Dimethyl-5-(2-(1-methyl-4-phenyl-1H-imidazol-2-yl)ethylcarbamoyl)-1H-imidazole-4-carboxylic acid methyl ester). As a reaction SMILES: [CH3:1][O:2][C:3]([C:5]1[N:6]=[C:7]([CH3:14])[N:8]([CH3:13])[C:9]=1[C:10]([OH:12])=O)=[O:4].Cl.Cl.[CH3:17][N:18]1[CH:22]=[C:21]([C:23]2[CH:28]=[CH:27][CH:26]=[CH:25][CH:24]=2)[N:20]=[C:19]1[CH2:29][CH2:30][NH2:31]>>[CH3:1][O:2][C:3]([C:5]1[N:6]=[C:7]([CH3:14])[N:8]([CH3:13])[C:9]=1[C:10](=[O:12])[NH:31][CH2:30][CH2:29][C:19]1[N:18]([CH3:17])[CH:22]=[C:21]([C:23]2[CH:28]=[CH:27][CH:26]=[CH:25][CH:24]=2)[N:20]=1)=[O:4] |f:1.2.3|. Reported procedure: The product was obtained starting from 1,2-dimethyl-1H-imidazole-4,5-dicarboxylic acid 4-methyl ester (100 mg, 505 μmol; example 8, steps 1-2) and 2-(1-methyl-4-phenyl-1H-imidazol-2-yl)ethanamine dihydrochloride (152 mg, 555 μmol; example 7, steps 1-4) according to the method described in example 10, step 5 after stirring at 70° C. for 16 h, aqueous workup and purification as light yellow oil (111 mg, 291 μmol, 57.7%). MS: M=382.4 (M+H)+ The reactants are C1CCOC1, Cn1ncc([N+](=O)[O-])c1N1CCC(N=[N+]=[N-])CC(O)C1, O, c1ccc(P(c2ccccc2)c2ccccc2)cc1. The product is Cn1ncc([N+](=O)[O-])c1N1CCC(N)CC(O)C1. RXN SMILES: [CH2:40]1[O:41][CH2:42][CH2:43][CH2:44]1.[N:1](=[N+:2]=[N-:3])[CH:4]1[CH2:5][CH:6]([OH:20])[CH2:7][N:8]([c:11]2[c:12]([N+:17](=[O:18])[O-:19])[cH:13][n:14][n:15]2[CH3:16])[CH2:9][CH2:10]1.[OH2:45].[c:21]1([P:22]([c:23]2[cH:24][cH:25][cH:26][cH:27][cH:28]2)[c:29]2[cH:30][cH:31][cH:32][cH:33][cH:34]2)[cH:35][cH:36][cH:37][cH:38][cH:39]1>>[NH2:1][CH:4]1[CH2:5][CH:6]([OH:20])[CH2:7][N:8]([c:11]2[c:12]([N+:17](=[O:18])[O-:19])[cH:13][n:14][n:15]2[CH3:16])[CH2:9][CH2:10]1. The reactants are Cl (hydrochloric acid), C(C)(C)C1=C(C(=CC=C1)C(C)C)O (2,6-diisopropylphenol), ClCC(=O)O (chloroacetic acid), [OH-].[Na+] (sodium hydroxide). The solvent is O (water). Yields the product C(C)(C)C1=C(OCC(=O)O)C(=CC=C1)C(C)C (2,6-diisopropylphenoxyacetic acid). Isolated yield 90.2%. As a reaction SMILES: [CH:1]([C:4]1[CH:9]=[CH:8][CH:7]=[C:6]([CH:10]([CH3:12])[CH3:11])[C:5]=1[OH:13])([CH3:3])[CH3:2].Cl[CH2:15][C:16]([OH:18])=[O:17].[OH-].[Na+].Cl>O>[CH:10]([C:6]1[CH:7]=[CH:8][CH:9]=[C:4]([CH:1]([CH3:3])[CH3:2])[C:5]=1[O:13][CH2:15][C:16]([OH:18])=[O:17])([CH3:12])[CH3:11] |f:2.3|. Procedure details: 16.4 g of 2,6-diisopropylphenol, 10.0 g of chloroacetic acid, 10.0 g of sodium hydroxide and 300 ml of water were put into a round bottom flask and stirred under reflux for 6 hours. The reaction mixture was cooled and then the pH was adjusted to from 3 to 4 with a dilute hydrochloric acid. The precipitate thereby formed was collected by filtration, washed with water and dried to obtain 20.5 g of crude crystals. The crude crystals were recrystallized from diethyl ether-hexane to obtain 19.6 g (yi... Reactants: Cc1ccc(O)cc1, O, OC1CCCCC1. The product is Cc1ccc(O)c(C2CCCCC2)c1. As a reaction SMILES: [CH3:1][c:2]1[cH:3][cH:4][c:5]([OH:6])[cH:7][cH:8]1.[OH2:16].[OH:9][CH:10]1[CH2:11][CH2:12][CH2:13][CH2:14][CH2:15]1>>[CH3:1][c:2]1[cH:3][c:4]([CH:10]2[CH2:11][CH2:12][CH2:13][CH2:14][CH2:15]2)[c:5]([OH:6])[cH:7][cH:8]1. Reactants: CCO, CCC1CCC(CCc2ccccc2NC=O)N(C)C1, O=C(O)C(=O)O. Yields the product CCC1CCC(CCc2ccccc2N)N(C)C1. RXN SMILES: [CH3:27][CH2:28][OH:29].[CH:7](=[O:8])[NH:9][c:10]1[c:11]([CH2:12][CH2:13][CH:14]2[N:15]([CH3:22])[CH2:16][CH:17]([CH2:20][CH3:21])[CH2:18][CH2:19]2)[cH:23][cH:24][cH:25][cH:26]1.[OH:1][C:2]([C:3](=[O:4])[OH:5])=[O:6]>>[NH2:9][c:10]1[c:11]([CH2:12][CH2:13][CH:14]2[N:15]([CH3:22])[CH2:16][CH:17]([CH2:20][CH3:21])[CH2:18][CH2:19]2)[cH:23][cH:24][cH:25][cH:26]1.